From a dataset of the Open Reaction Database (ORD), a public repository of structured organic reaction records. describe an organic reaction: reactants, conditions, products, and yield Starting materials: C(C)(C)(C)OC(NC1=C(C=C(C=C1)C1=C(C=C(C=C1)F)OCOC)[N+](=O)[O-])=O ((4′-fluoro-2′-methoxymethoxy-3-nitro-biphenyl-4-yl)-carbamic acid tert.-butyl ester). Reagents/catalysts: [Pd] (Pd/C). Product: C(C)(C)(C)OC(NC1=C(C=C(C=C1)C1=C(C=C(C=C1)F)OCOC)N)=O ((3-Amino-4′-fluoro-2′-methoxymethoxy-biphenyl-4-yl)-carbamic acid tert.-butyl ester). Reaction SMILES: [C:1]([O:5][C:6](=[O:28])[NH:7][C:8]1[CH:13]=[CH:12][C:11]([C:14]2[CH:19]=[CH:18][C:17]([F:20])=[CH:16][C:15]=2[O:21][CH2:22][O:23][CH3:24])=[CH:10][C:9]=1[N+:25]([O-])=O)([CH3:4])([CH3:3])[CH3:2]>[Pd]>[C:1]([O:5][C:6](=[O:28])[NH:7][C:8]1[CH:13]=[CH:12][C:11]([C:14]2[CH:19]=[CH:18][C:17]([F:20])=[CH:16][C:15]=2[O:21][CH2:22][O:23][CH3:24])=[CH:10][C:9]=1[NH2:25])([CH3:4])([CH3:2])[CH3:3]. Procedure: Prepared from (4′-fluoro-2′-methoxymethoxy-3-nitro-biphenyl-4-yl)-carbamic acid tert.-butyl ester (Example B14) by catalytic hydrogenation with Pd/C according to the general procedure G (method a). Obtained as a light purple foam (577 mg). The reactants are O=C([O-])O, C1CSCCN1, CCOC(C)=O, Cc1ccccc1, O=[N+]([O-])c1ccc(F)cc1, [Na+]. Yields the product O=[N+]([O-])c1ccc(N2CCSCC2)cc1. RXN SMILES: [C:23](=[O:24])([OH:25])[O-:26].[CH2:11]1[CH2:12][S:13][CH2:14][CH2:15][NH:16]1.[CH3:17][CH2:18][O:19][C:20](=[O:21])[CH3:22].[CH3:28][c:29]1[cH:30][cH:31][cH:32][cH:33][cH:34]1.[F:1][c:2]1[cH:3][cH:4][c:5]([N+:8](=[O:9])[O-:10])[cH:6][cH:7]1.[Na+:27]>>[c:2]1([N:16]2[CH2:11][CH2:12][S:13][CH2:14][CH2:15]2)[cH:3][cH:4][c:5]([N+:8](=[O:9])[O-:10])[cH:6][cH:7]1. Starting materials: C(C)(C)(C)OC([C@@H](NC(C(C(C)C)OC1=NC(=CC(=N1)OC)OC)=O)C)=O (N-[2-[(4,6-dimethoxy-pyrimidin-2-yl)oxy]-3-methyl-butyryl]-L-alanine tert-butyl ester). Run in FC(C(=O)O)(F)F (trifluoroacetic acid). Run at time 1 hour. Yields the product COC1=NC(=NC(=C1)OC)OC(C(=O)N[C@@H](C)C(=O)O)C(C)C (N-[2-[(4,6-dimethoxy-pyrimidin-2-yl)oxy]-3-methyl-butyryl]-L-alanine). RXN SMILES: C([O:5][C:6](=[O:27])[C@H:7]([CH3:26])[NH:8][C:9](=[O:25])[CH:10]([O:14][C:15]1[N:20]=[C:19]([O:21][CH3:22])[CH:18]=[C:17]([O:23][CH3:24])[N:16]=1)[CH:11]([CH3:13])[CH3:12])(C)(C)C>FC(F)(F)C(O)=O>[CH3:22][O:21][C:19]1[CH:18]=[C:17]([O:23][CH3:24])[N:16]=[C:15]([O:14][CH:10]([CH:11]([CH3:13])[CH3:12])[C:9]([NH:8][C@H:7]([C:6]([OH:27])=[O:5])[CH3:26])=[O:25])[N:20]=1. Procedure: 2 g of N-[2-[(4,6-dimethoxy-pyrimidin-2-yl)oxy]-3-methyl-butyryl]-L-alanine tert-butyl ester (Example 1.023) are added to 20 ml of trifluoroacetic acid. After one hour, the reaction mixture is concentrated by evaporation, taken up in ethyl acetate, washed once with dilute hydrochloric acid, dried over sodium sulfate and again concentrated by evaporation, yielding N-[2-[(4,6-dimethoxy-pyrimidin-2-yl)oxy]-3-methyl-butyryl]-L-alanine as a crystalline product; m.p.: 157°-160° C. (from ethyl acetate)... The reactants are CCCO, O=C(Cl)CCCCCl, Cc1ccccc1C, O=C1Nc2cccnc2Nc2ccccc21. Product: O=C1Nc2cccnc2N(C(=O)CCCCCl)c2ccccc21. RXN SMILES: [CH2:25]([OH:26])[CH2:27][CH3:28].[Cl:1][CH2:2][CH2:3][CH2:4][CH2:5][C:6](=[O:7])[Cl:8].[c:29]1([CH3:30])[c:31]([CH3:32])[cH:33][cH:34][cH:35][cH:36]1.[n:9]1[cH:10][cH:11][cH:12][c:13]2[c:14]1[NH:15][c:16]1[c:17]([cH:21][cH:22][cH:23][cH:24]1)[C:18](=[O:20])[NH:19]2>>[Cl:1][CH2:2][CH2:3][CH2:4][CH2:5][C:6](=[O:7])[N:15]1[c:14]2[n:9][cH:10][cH:11][cH:12][c:13]2[NH:19][C:18](=[O:20])[c:17]2[c:16]1[cH:24][cH:23][cH:22][cH:21]2.